This data is from the Open Reaction Database (ORD), a public repository of structured organic reaction records. The task is: describe an organic reaction: reactants, conditions, products, and yield Reactants: ClC1=CC=C(OC2=C3C=4C(=C(N=CC4NC3=CC=C2)C(=O)O)COC)C=C1 (5-(4-chlorophenoxy)-4-methoxymethyl-beta-carboline-3-carboxylic acid), C(=O)(N1C=NC=C1)N1C=NC=C1 (carbonyldiimidazole), O (water), C(C)(C)N (isopropylamine). The solvent is CN(C=O)C (dimethylformamide). Reaction conditions: time 2 hour. Yields the product C(C)(C)NC(=O)C=1N=CC=2NC3=CC=CC(=C3C2C1COC)OC1=CC=C(C=C1)Cl (5-(4-chlorophenoxy)-4-methoxymethyl-beta-carboline-3-carboxylic acid isopropylamide). Reaction SMILES: [Cl:1][C:2]1[CH:27]=[CH:26][C:5]([O:6][C:7]2[CH:19]=[CH:18][CH:17]=[C:16]3[C:8]=2[C:9]2[C:10]([CH2:23][O:24][CH3:25])=[C:11]([C:20](O)=[O:21])[N:12]=[CH:13][C:14]=2[NH:15]3)=[CH:4][CH:3]=1.C(N1C=CN=C1)(N1C=CN=C1)=O.[CH:40]([NH2:43])([CH3:42])[CH3:41].O>CN(C)C=O>[CH:40]([NH:43][C:20]([C:11]1[N:12]=[CH:13][C:14]2[NH:15][C:16]3[C:8]([C:9]=2[C:10]=1[CH2:23][O:24][CH3:25])=[C:7]([O:6][C:5]1[CH:26]=[CH:27][C:2]([Cl:1])=[CH:3][CH:4]=1)[CH:19]=[CH:18][CH:17]=3)=[O:21])([CH3:42])[CH3:41]. Procedure: 382 mg of 5-(4-chlorophenoxy)-4-methoxymethyl-beta-carboline-3-carboxylic acid in 10 ml of dimethylformamide is mixed with 380 mg of carbonyldiimidazole. After 2 hours stirring at room temperature, 1 ml of isopropylamine is added and stirred overnight. After mixing with water, it is extracted with ethyl acetate. The ethyl acetate phase is dried, filtered and concentrated. The residue is chromatographed over silica gel with methylene chloride: acetone=1:1 as eluant. 90 mg of 5-(4-chlorophenoxy)-4... The reactants are CC(C)(C)N1N=C(C(=C1N)C1=C(C(=CC(=C1)F)OCC1=CC=CC=C1)OC)C (1-(1,1-dimethylethyl)-4-(5-fluoro-2-(methyloxy)-3-[{phenylmethyl)oxy]phenyl}-3-methyl-1H-pyrazol-5-amine), OCC1(O)[C@H](O)[C@H](O)[C@H](O)CO1 (Psi). The reagents and catalysts are [Pd] (Pd—C). Solvent: C1CCOC1.C(C)(=O)OCC (THF ethyl acetate). The product is NC1=C(C(=NN1C(C)(C)C)C)C=1C(=C(C=C(C1)F)O)OC (3-[5-amino-1-(1,1-dimethylethyl)-3-methyl-1H-pyrazol-4-yl]-5-fluoro-2-(methyloxy)phenol). Yield: 93.1%. Reaction SMILES: [CH3:1][C:2]([N:5]1[C:9]([NH2:10])=[C:8]([C:11]2[CH:16]=[C:15]([F:17])[CH:14]=[C:13]([O:18]CC3C=CC=CC=3)[C:12]=2[O:26][CH3:27])[C:7]([CH3:28])=[N:6]1)([CH3:4])[CH3:3].OCC1(OC[C@@H](O)[C@@H](O)[C@H]1O)O>C1COCC1.C(OCC)(=O)C.[Pd]>[NH2:10][C:9]1[N:5]([C:2]([CH3:3])([CH3:4])[CH3:1])[N:6]=[C:7]([CH3:28])[C:8]=1[C:11]1[C:12]([O:26][CH3:27])=[C:13]([OH:18])[CH:14]=[C:15]([F:17])[CH:16]=1 |f:2.3|. Procedure details: A solution of 1-(1,1-dimethylethyl)-4-(5-fluoro-2-(methyloxy)-3-[{phenylmethyl)oxy]phenyl}-3-methyl-1H-pyrazol-5-amine (25 g, 0.0652 mol) in a mixture of THF-ethyl acetate (1:1, 300 mL) was hydrogenated over 10% Pd—C (2.5 g) at 40 Psi for 2 h. The catalyst was filtered off, and the filtrate was concentrated. The resulting crude was triturated with diethyl ether; a white solid was precipitated. It was collected by filtration, washed with an additional portion of diethyl ether and dried in vacuo t... Reactants: C(C1=CC=CC=C1)O[C@@H]1[C@@]2(O[C@H]([C@@H]1OC2)N2C1=NC=NC(=C1N=C2)N)COC(C2=CC=CC=C2)=O ((1S,3R,4R,7S)-7-Benzyloxy-1-benzoyloxymethyl-3-(adenin-9-yl)-2,5-dioxabicyclo-[2.2.1]heptane), C(C1=CC=CC=C1)(=O)Cl (Benzoyl chloride). The reagents and catalysts are [OH-].[OH-].[Pd+2] (Pd(OH)2/C). Run in CO.ClCCl (methanol dichloromethane), CO.C1=CCCCC1 (methanol cyclohexene). Run at time 20 hour. Product: O[C@@H]1[C@]2(O[C@H]([C@@H]1OC2)N2C1=NC=NC(=C1N=C2)NC(C2=CC=CC=C2)=O)CO ((1S,3R,4R,7S)-7-Hydroxy-1-hydroxymethyl-3-(6-N-benzoyladenin-9-yl)-2,5-dioxabicyclo-[2.2.1]heptane). Isolated yield 70.1%. As a reaction SMILES: C([O:8][C@H:9]1[C@H:13]2[O:14][CH2:15][C@@:10]1([CH2:26][O:27]C(=O)C1C=CC=CC=1)[O:11][C@H:12]2[N:16]1[CH:24]=[N:23][C:22]2[C:17]1=[N:18][CH:19]=[N:20][C:21]=2[NH2:25])C1C=CC=CC=1.[C:36](Cl)(=[O:43])[C:37]1[CH:42]=[CH:41][CH:40]=[CH:39][CH:38]=1>CO.C1CCCCC=1.CO.ClCCl.[OH-].[OH-].[Pd+2]>[OH:8][C@H:9]1[C@H:13]2[O:14][CH2:15][C@:10]1([CH2:26][OH:27])[O:11][C@H:12]2[N:16]1[CH:24]=[N:23][C:22]2[C:17]1=[N:18][CH:19]=[N:20][C:21]=2[NH:25][C:36](=[O:43])[C:37]1[CH:42]=[CH:41][CH:40]=[CH:39][CH:38]=1 |f:2.3,4.5,6.7.8|. Procedure details: A mixture of compound 19 (0.95 g, 2.01 mmol) and Pd(OH)2/C (20%, 1 g) was suspended in methanol/cyclohexene (1:1, 20 mL) and refluxed overnight. The reaction mixture was cooled to rt, filtered through Celite™ column, and concentrated under reduced pressure. The residue was co-evaporated with anhydrous pyridine (2×20 mL), dissolved in anhydrous pyridine, and cooled in ice-bath. Benzoyl chloride (1.15 mL, 10 mmol) was added dropwise and the mixture was stirred at RT for 20 h. Reaction was then que... Starting materials: CN1N=CC(=C1)C1=CC=2N(C(=N1)C=1C=NN(C1)C1(CN(C1)CC(F)(F)F)CC#N)C=CN2 (2-(3-(4-(7-(1-methyl-1H-pyrazol-4-yl)imidazo[1,2-c]pyrimidin-5-yl)-1H-pyrazol-1-yl)-1-(2,2,2-trifluoro ethyl)azetidin-3-yl)acetonitrile), C(=O)(O)[O-].[Na+] (NaHCO3), ClN1C(CCC1=O)=O (N-chlorosuccinimide). The solvent is C(Cl)Cl (DCM), C(Cl)Cl (DCM). Conditions: time 17 hour. The product is ClC1=CN=C2N1C(=NC(=C2)C=2C=NN(C2)C)C=2C=NN(C2)C2(CN(C2)CC(F)(F)F)CC#N (2-(3-(4-(3-Chloro-7-(1-methyl-1H-pyrazol-4-yl)imidazo[1,2-c]pyrimidin-5-yl)-1H-pyrazol-1-yl)-1-(2,2,2-trifluoroethyl)azetidin-3-yl)acetonitrile). Isolated yield 20.4%. Reaction SMILES: [CH3:1][N:2]1[CH:6]=[C:5]([C:7]2[N:12]=[C:11]([C:13]3[CH:14]=[N:15][N:16]([C:18]4([CH2:27][C:28]#[N:29])[CH2:21][N:20]([CH2:22][C:23]([F:26])([F:25])[F:24])[CH2:19]4)[CH:17]=3)[N:10]3[CH:30]=[CH:31][N:32]=[C:9]3[CH:8]=2)[CH:4]=[N:3]1.C([O-])(O)=O.[Na+].[Cl:38]N1C(=O)CCC1=O>C(Cl)Cl>[Cl:38][C:30]1[N:10]2[C:11]([C:13]3[CH:14]=[N:15][N:16]([C:18]4([CH2:27][C:28]#[N:29])[CH2:21][N:20]([CH2:22][C:23]([F:24])([F:26])[F:25])[CH2:19]4)[CH:17]=3)=[N:12][C:7]([C:5]3[CH:4]=[N:3][N:2]([CH3:1])[CH:6]=3)=[CH:8][C:9]2=[N:32][CH:31]=1 |f:1.2|. Reported procedure: To a solution of 2-(3-(4-(7-(1-methyl-1H-pyrazol-4-yl)imidazo[1,2-c]pyrimidin-5-yl)-1H-pyrazol-1-yl)-1-(2,2,2-trifluoro ethyl)azetidin-3-yl)acetonitrile (Example 71, 100 mg, 0.227 mmol) in DCM (1.5 mL) was added saturated NaHCO3 (1.0 mL) followed by N-chlorosuccinimide (46.3 mg, 0.340 mmol) in one portion. The biphasic mixture was vigorously stirred at ambient temperature for 17 hours and was diluted with DCM (2 mL). The solution was washed with H2O, dried over Na2SO4 and eluted through a silica... The reactants are CC(C)=O, Cc1cc(F)c([N+](=O)[O-])cc1O, CI, [Na+], [Na+], O=C([O-])[O-]. Yields the product COc1cc([N+](=O)[O-])c(F)cc1C. As a reaction SMILES: [CH3:21][C:22](=[O:23])[CH3:24].[F:1][c:2]1[cH:3][c:4]([CH3:12])[c:5]([OH:11])[cH:6][c:7]1[N+:8](=[O:9])[O-:10].[I:19][CH3:20].[Na+:13].[Na+:14].[O-:15][C:16](=[O:17])[O-:18]>>[F:1][c:2]1[cH:3][c:4]([CH3:12])[c:5]([O:11][CH3:16])[cH:6][c:7]1[N+:8](=[O:9])[O-:10]. Starting materials: BrCC(=O)OCC (ethyl bromoacetate), N1=CC(=CC=C1)CC#N (3-pyridineacetonitrile), C[Si](C)(C)[N-][Si](C)(C)C.[Na+] (sodium bis(trimethylsilyl)amide), C(C)(=O)OCC.CCCCCC (ethyl acetate hexane). Run in O1CCCC1 (tetrahydrofuran), O1CCCC1 (tetrahydrofuran). Run at temperature -70 celsius, time 1 hour. Product: C(C)OC(CC(CC(=O)OCC)(C=1C=NC=CC1)C#N)=O (3-cyano-3-(pyrid-3-yl)pentanedioic Acid Diethyl Ester). As a reaction SMILES: [N:1]1[CH:6]=[CH:5][CH:4]=[C:3]([CH2:7][C:8]#[N:9])[CH:2]=1.C[Si]([N-][Si](C)(C)C)(C)C.[Na+].Br[CH2:21][C:22]([O:24][CH2:25][CH3:26])=[O:23].[C:27]([O:30][CH2:31][CH3:32])(=[O:29])[CH3:28].CCCCCC>O1CCCC1>[CH2:25]([O:24][C:22](=[O:23])[CH2:21][C:7]([C:8]#[N:9])([C:3]1[CH:2]=[N:1][CH:6]=[CH:5][CH:4]=1)[CH2:28][C:27]([O:30][CH2:31][CH3:32])=[O:29])[CH3:26] |f:1.2,4.5|. Procedure: Combine 3-pyridineacetonitrile (25 g, 212 mmol) and tetrahydrofuran (200 mL). Cool to about −70° C . using a dry-ice/acetone bath. Add dropwise, a solution of sodium bis(trimethylsilyl)amide (435 mL, 1 M in tetrahydrofuran, 435 mmol) while maintaining the reaction temperature below about −68° C. When the addition is complete, warm the reaction mixture to ambient temperature and allow to stir for 1 hour. Transfer the above solution via cannula into a cooled (−5° C.) solution of ethyl bromoacetate...